Dataset: the Open Reaction Database (ORD), a public repository of structured organic reaction records. Task: describe an organic reaction: reactants, conditions, products, and yield Reported procedure: In an analogous procedure to Example 651, part c, N*7*-(2,2-Difluoro-ethyl)-6,7,8,9-tetrahydro-5H-benzocycloheptene-2,7-diamine was combined with N-[(1R,2R)-2-(2,5-Dichloro-pyrimidin-4-ylamino)-cyclohexyl]-methanesulfonamide to yield N-((1R,2R)-2-{5-Chloro-2-[7-(2,2-difluoro-ethylamino)-6,7,8,9-tetrahydro-5H-benzocyclohepten-2-ylamino]-pyrimidin-4-ylamino}-cyclohexyl)-methanesulfonamide (69.11 mg, 61% yield) as a beige foam. 1H-NMR (CDCl3) δ 7.91 (s, 1H), 7.24 (m, 2H), 7.05 (d, J=7.7 Hz, 1H), 6.... Yields the product ClC=1C(=NC(=NC1)NC=1C=CC2=C(CCC(CC2)NCC(F)F)C1)N[C@H]1[C@@H](CCCC1)NS(=O)(=O)C (N-((1R,2R)-2-{5-Chloro-2-[7-(2,2-difluoro-ethylamino)-6,7,8,9-tetrahydro-5H-benzocyclohepten-2-ylamino]-pyrimidin-4-ylamino}-cyclohexyl)-methanesulfonamide). The yield is 61.0%. Starting materials: FC(CNC1CCC2=C(CC1)C=C(C=C2)N)F (N*7*-(2,2-Difluoro-ethyl)-6,7,8,9-tetrahydro-5H-benzocycloheptene-2,7-diamine), ClC1=NC=C(C(=N1)N[C@H]1[C@@H](CCCC1)NS(=O)(=O)C)Cl (N-[(1R,2R)-2-(2,5-Dichloro-pyrimidin-4-ylamino)-cyclohexyl]-methanesulfonamide). As a reaction SMILES: [F:1][CH:2]([F:17])[CH2:3][NH:4][CH:5]1[CH2:11][CH2:10][C:9]2[CH:12]=[C:13]([NH2:16])[CH:14]=[CH:15][C:8]=2[CH2:7][CH2:6]1.Cl[C:19]1[N:24]=[C:23]([NH:25][C@@H:26]2[CH2:31][CH2:30][CH2:29][CH2:28][C@H:27]2[NH:32][S:33]([CH3:36])(=[O:35])=[O:34])[C:22]([Cl:37])=[CH:21][N:20]=1>>[Cl:37][C:22]1[C:23]([NH:25][C@@H:26]2[CH2:31][CH2:30][CH2:29][CH2:28][C@H:27]2[NH:32][S:33]([CH3:36])(=[O:35])=[O:34])=[N:24][C:19]([NH:16][C:13]2[CH:14]=[CH:15][C:8]3[CH2:7][CH2:6][CH:5]([NH:4][CH2:3][CH:2]([F:17])[F:1])[CH2:11][CH2:10][C:9]=3[CH:12]=2)=[N:20][CH:21]=1. The product is SCC=1N=C(SC1C=O)C (4-(mercaptomethyl)-2-methyl-1,3-thiazole-5-carbaldehyde). RXN SMILES: [SH:1][CH2:2][C:3]1[N:4]=[C:5]([CH3:13])[S:6][C:7]=1[C:8](OCC)=[O:9].O>O1CCCC1>[SH:1][CH2:2][C:3]1[N:4]=[C:5]([CH3:13])[S:6][C:7]=1[CH:8]=[O:9]. Reported procedure: 10 mmol of ethyl 4-(mercaptomethyl)-2-methyl-1,3-thiazole-5-carboxylate was dissolved in 100 ml of dried tetrahydrofuran, then 42 ml of 0.5M SDBBA solution was gradually added with keeping the temperature at −30 to −20° C. After the adding, the reaction was carried out for 4 hours at −20° C. Then 20 ml of water was added into the reaction system to stop the reaction and then an organic layer was separated. To the remaining water phase, sodium hydrogen carbonate was added until the pH of the wate... Reactants: SCC=1N=C(SC1C(=O)OCC)C (ethyl 4-(mercaptomethyl)-2-methyl-1,3-thiazole-5-carboxylate), O (water). Run at time 4 hour. Solvent: O1CCCC1 (tetrahydrofuran). As a reaction SMILES: [OH:1][CH2:2][C@@H:3]1[C@@H:7]([CH2:8][OH:9])[O:6][CH:5]([CH2:10][C:11]2[C:12]([C:19]3[CH:24]=[CH:23][CH:22]=[CH:21][CH:20]=3)=[C:13]([OH:18])[CH:14]=[C:15]([OH:17])[CH:16]=2)[O:4]1.[Cl:25]([O-])=O.[Na+].S(=O)(=O)(O)N.C(=O)([O-])O.[Na+].S([O-])([O-])(=O)=S.[Na+].[Na+]>O1CCCC1>[OH:1][CH2:2][C@@H:3]1[C@@H:7]([CH2:8][OH:9])[O:6][CH:5]([CH2:10][C:11]2[C:12]([C:19]3[CH:24]=[CH:23][CH:22]=[CH:21][CH:20]=3)=[C:13]([OH:18])[CH:14]=[C:15]([OH:17])[C:16]=2[Cl:25])[O:4]1 |f:1.2,4.5,6.7.8|. Solvent: O1CCCC1 (tetrahydrofuran). The product is OC[C@H]1OC(O[C@@H]1CO)CC=1C(=C(C=C(C1Cl)O)O)C1=CC=CC=C1 (5-{[(4R,5R)-4,5-bis(hydroxymethyl)-1,3-dioxolan-2-yl]methyl}-6-chloro-4-phenylbenzene-1,3-diol). Reactants: OC[C@H]1OC(O[C@@H]1CO)CC=1C(=C(C=C(C1)O)O)C1=CC=CC=C1 (5-{[(4R,5R)-4,5-bis(hydroxymethyl)-1,3-dioxolan-2-yl]methyl}-4-phenylbenzene-1,3-diol), C(O)([O-])=O.[Na+] (sodium hydrogencarbonate), S(=S)(=O)([O-])[O-].[Na+].[Na+] (sodium thiosulfate), Cl(=O)[O-].[Na+] (sodium chlorite), S(N)(O)(=O)=O (sulfamic acid). Procedure details: Compound 230 (79.6 mg, 0.240 mmol) obtained in Example 230 was dissolved in tetrahydrofuran (10 mL), and sodium chlorite (48.7 mg, 0.538 mmol) and sulfamic acid (102 mg, 1.05 mmol) were added thereto and stirred at room temperature for 2 hours. Aqueous saturated sodium hydrogencarbonate solution and aqueous saturated sodium thiosulfate were added to the reaction solution, and extracted with ethyl acetate. The organic layer was washed with aqueous saturated sodium chloride solution, then dried ov... Reaction conditions: time 2 hour. Isolated yield 25.8%. Reactants: C1(=CC=CC2=CC=CC=C12)/C=C/C(=O)OCC (ethyl (2E)-3-(1-naphthyl)propenoate). The reagents and catalysts are [C].[Pd] (palladium carbon). Solvent: C(C)O (ethanol). Conditions: time 5 hour. Product: C1(=CC=CC2=CC=CC=C12)CCC(=O)OCC (Ethyl 3-(1-naphthyl)propanoate). Yield: 99.7%. RXN SMILES: [C:1]1(/[CH:11]=[CH:12]/[C:13]([O:15][CH2:16][CH3:17])=[O:14])[C:10]2[C:5](=[CH:6][CH:7]=[CH:8][CH:9]=2)[CH:4]=[CH:3][CH:2]=1>C(O)C.[C].[Pd]>[C:1]1([CH2:11][CH2:12][C:13]([O:15][CH2:16][CH3:17])=[O:14])[C:10]2[C:5](=[CH:6][CH:7]=[CH:8][CH:9]=2)[CH:4]=[CH:3][CH:2]=1 |f:2.3|. Reported procedure: To a solution of ethyl (2E)-3-(1-naphthyl)propenoate (37.6 g, 166 mmol) in ethanol (500 ml) was added 10% palladium carbon (4 g) and the mixture was stirred under hydrogen atmosphere for 5 hours. The insoluble matter was filtered out and the filtrate was concentrated to give the object compound as an oily substance. 37.7 g (yield: 99.7%) Starting materials: C(C)(C)(C)S (tert-butyl mercaptan), [OH-].[Na+] (sodium hydroxide), BrC(C=O)CCCl (2-bromo-4-chlorobutanal), CO (methanol). The solvent is O (water). Conditions: time 1 hour. The product is C(=O)C1(CC1)SC(C)(C)C (1-formyl-1-tert-butylthiocyclopropane). As a reaction SMILES: [C:1]([SH:5])([CH3:4])([CH3:3])[CH3:2].[OH-].[Na+].CO.Br[CH:11]([CH2:14][CH2:15]Cl)[CH:12]=[O:13]>O>[CH:12]([C:11]1([S:5][C:1]([CH3:4])([CH3:3])[CH3:2])[CH2:15][CH2:14]1)=[O:13] |f:1.2|. Procedure details: Under an atmosphere of nitrogen and while cooling with ice, 112 ml of tert-butyl mercaptan are added dropwise over 10 minutes to a solution, cooled to 5° C., of 80 g of sodium hydroxide in 750 ml of water. Then 50 ml of methanol are added. After 1 hour, 151 g of 2-bromo-4-chlorobutanal (89.5%) are added dropwise over 15 minutes with efficient stirring and cooling, whereupon the temperature of the reaction mixture rises from 5° to 20° C. After 30 minutes, the mixture is extracted 4 times with die...